The task is: describe an organic reaction: reactants, conditions, products, and yield. This data is from the Open Reaction Database (ORD), a public repository of structured organic reaction records. Starting materials: C1CCOC1, CCOC(C)=O, OC1CCCc2ccccc21, CC(C)OC(=O)N=NC(=O)OC(C)C, c1ccc(P(c2ccccc2)c2ccccc2)cc1, COC(=O)c1c[nH]cn1. The product is COC(=O)c1cncn1C1CCCc2ccccc21. As a reaction SMILES: [CH2:54]1[O:55][CH2:56][CH2:57][CH2:58]1.[CH3:59][CH2:60][O:61][C:62](=[O:63])[CH3:64].[CH:1]1([OH:11])[CH2:2][CH2:3][CH2:4][c:5]2[cH:6][cH:7][cH:8][cH:9][c:10]21.[O:40]=[C:41]([O:42][CH:43]([CH3:44])[CH3:45])[N:46]=[N:47][C:48]([O:49][CH:50]([CH3:51])[CH3:52])=[O:53].[c:21]1([P:22]([c:23]2[cH:24][cH:25][cH:26][cH:27][cH:28]2)[c:29]2[cH:30][cH:31][cH:32][cH:33][cH:34]2)[cH:35][cH:36][cH:37][cH:38][cH:39]1.[nH:12]1[cH:13][n:14][c:15]([C:17](=[O:18])[O:19][CH3:20])[cH:16]1>>[CH:1]1([n:14]2[cH:13][n:12][cH:16][c:15]2[C:17](=[O:18])[O:19][CH3:20])[CH2:2][CH2:3][CH2:4][c:5]2[cH:6][cH:7][cH:8][cH:9][c:10]21. Reactants: Br.N1C(=NCC1)NCCNC=1NCCN1 (N,N'-bis-(imidazolin-2-yl)ethylenediamine hydrobromide), [OH-].[K+] (potassium hydroxide). Solvent: CO (methanol). Reaction conditions: temperature 25 celsius, time 1 hour. Product: N1C(=NCC1)NCCNC=1NCCN1 (N,N'-bis(imidazolin-2-yl)ethylenediamine). Reaction SMILES: Br.[NH:2]1[CH2:6][CH2:5][N:4]=[C:3]1[NH:7][CH2:8][CH2:9][NH:10][C:11]1[NH:12][CH2:13][CH2:14][N:15]=1.[OH-].[K+]>CO>[NH:12]1[CH2:13][CH2:14][N:15]=[C:11]1[NH:10][CH2:9][CH2:8][NH:7][C:3]1[NH:4][CH2:5][CH2:6][N:2]=1 |f:0.1,2.3|. Reported procedure: In 1,400 ml of methanol, 200 g of N,N'-bis-(imidazolin-2-yl)ethylenediamine hydrobromide was dissolved and to the solution, 63 g of 85% potassium hydroxide was then added and stirred for 1 hr at 25° C. After potassium bromide precipitated was filtered out, methanol was removed by distillation to obtain N,N'-bis(imidazolin-2-yl)ethylenediamine as a solid. In 680 ml of ethanol, 34 g (0.1 mol) of 4-(phenylsulfonyl)phenylsulfonylacetic acid was heated to dissolve. To the cooled solution was then add...